From a dataset of the Open Reaction Database (ORD), a public repository of structured organic reaction records. describe an organic reaction: reactants, conditions, products, and yield The reactants are [BH3-]C#N, CC1CN(Cc2ccccc2)CCC1=O, CO, CC(=O)[O-], [NH4+], [Na+]. The product is CC1CN(Cc2ccccc2)CCC1N. As a reaction SMILES: [C:21](#[N:22])[BH3-:23].[CH2:6]([c:7]1[cH:8][cH:9][cH:10][cH:11][cH:12]1)[N:13]1[CH2:14][CH:15]([CH3:20])[C:16](=[O:19])[CH2:17][CH2:18]1.[CH3:25][OH:26].[CH3:2][C:3](=[O:4])[O-:5].[NH4+:1].[Na+:24]>>[CH2:6]([c:7]1[cH:8][cH:9][cH:10][cH:11][cH:12]1)[N:13]1[CH2:14][CH:15]([CH3:20])[CH:16]([NH2:22])[CH2:17][CH2:18]1. Reactants: CCOC(C)=O, CCO, COC(=O)c1ccc(-c2ccccc2)cc1NC(=O)c1ccc(OC)cc1, Cl, [Na+], [OH-]. Product: COc1ccc(C(=O)Nc2cc(-c3ccccc3)ccc2C(=O)O)cc1. As a reaction SMILES: [CH3:34][CH2:35][O:36][C:37](=[O:38])[CH3:39].[CH3:3][CH2:4][OH:5].[CH3:6][O:7][c:8]1[cH:9][cH:10][c:11]([C:12](=[O:13])[NH:14][c:15]2[c:16]([C:17](=[O:18])[O:19][CH3:20])[cH:21][cH:22][c:23](-[c:25]3[cH:26][cH:27][cH:28][cH:29][cH:30]3)[cH:24]2)[cH:31][cH:32]1.[ClH:33].[Na+:2].[OH-:1]>>[CH3:6][O:7][c:8]1[cH:9][cH:10][c:11]([C:12](=[O:13])[NH:14][c:15]2[c:16]([C:17](=[O:18])[OH:19])[cH:21][cH:22][c:23](-[c:25]3[cH:26][cH:27][cH:28][cH:29][cH:30]3)[cH:24]2)[cH:31][cH:32]1. The reactants are ClC1=C(N)C=C(C=C1)OC (2-chloro-5-methoxyaniline), C(C)(=O)OC(C)=O (acetic anhydride). Run in CC(=O)O (AcOH). Run at time 6 hour. The product is ClC1=C(C=C(C=C1)OC)NC(C)=O (N-(2-chloro-5-methoxy-phenyl)-acetamide). RXN SMILES: [Cl:1][C:2]1[CH:8]=[CH:7][C:6]([O:9][CH3:10])=[CH:5][C:3]=1[NH2:4].[C:11](OC(=O)C)(=[O:13])[CH3:12]>CC(O)=O>[Cl:1][C:2]1[CH:8]=[CH:7][C:6]([O:9][CH3:10])=[CH:5][C:3]=1[NH:4][C:11](=[O:13])[CH3:12]. Reported procedure: To a solution of 10.59 g of 2-chloro-5-methoxyaniline in 50 mL of AcOH were added dropwise at 0° C. 6.8 mL of acetic anhydride. The reaction mixture was allowed to warm up to rt, stirred for 6 h and concentrated in vacuo. The crude product was purified by CC using EtOAc/heptane 1/3 to yield 13.0 g of N-(2-chloro-5-methoxy-phenyl)-acetamide as white solid. Starting materials: C(\C=C\C)(=O)O (crotonic acid), [Al+3].[Cl-].[Cl-].[Cl-] (AlCl3), C1=CC=CC=C1 (benzene). The product is CC1CC(C2=CC=CC=C12)=O (3-methyl-indan-1-one). As a reaction SMILES: [C:1](O)(=[O:5])/[CH:2]=[CH:3]/[CH3:4].[Al+3].[Cl-].[Cl-].[Cl-].[CH:11]1[CH:16]=[CH:15][CH:14]=[CH:13][CH:12]=1>>[CH3:4][CH:3]1[C:16]2[C:11](=[CH:12][CH:13]=[CH:14][CH:15]=2)[C:1](=[O:5])[CH2:2]1 |f:1.2.3.4|. Procedure: A solution of crotonic acid (20 g, 0.232 moles) in benzene (147 ml) was added AlCl3 (93 g, 0.748 moles) and the mixture was refluxed for 7 hours. Completion of the reaction was monitored by HPLC & GC. Excess benzene was distilled off and the reaction mixture was poured slowly into ice cold HCl. The organic compound was extracted with ethylacetate. The organic phase was washed thoroughly with water, dried, and evaporated under vacuum. The resultant oil was purified by high vacuum distillation (90... As a reaction SMILES: [CH2:46]([Cl:47])[Cl:48].[CH3:1][O:2][C:3](=[O:4])[c:5]1[s:6][c:7](-[c:20]2[cH:21][c:22]([NH:26][CH:27]3[CH2:28][CH2:29][CH2:30][CH2:31][CH2:32]3)[cH:23][cH:24][cH:25]2)[c:8]([Br:19])[c:9]1[O:10][CH2:11][C:12](=[O:13])[O:14][C:15]([CH3:16])([CH3:17])[CH3:18].[CH3:42][C:43]([Cl:44])=[O:45].[CH:33]([N:34]([CH2:35][CH3:36])[CH:37]([CH3:38])[CH3:39])([CH3:40])[CH3:41]>>[CH3:1][O:2][C:3](=[O:4])[c:5]1[s:6][c:7](-[c:20]2[cH:21][c:22]([N:26]([CH:27]3[CH2:28][CH2:29][CH2:30][CH2:31][CH2:32]3)[C:43]([CH3:42])=[O:45])[cH:23][cH:24][cH:25]2)[c:8]([Br:19])[c:9]1[O:10][CH2:11][C:12](=[O:13])[O:14][C:15]([CH3:16])([CH3:17])[CH3:18]. The product is COC(=O)c1sc(-c2cccc(N(C(C)=O)C3CCCCC3)c2)c(Br)c1OCC(=O)OC(C)(C)C. The reactants are ClCCl, COC(=O)c1sc(-c2cccc(NC3CCCCC3)c2)c(Br)c1OCC(=O)OC(C)(C)C, CC(=O)Cl, CCN(C(C)C)C(C)C.